describe an organic reaction: reactants, conditions, products, and yield From a dataset of the Open Reaction Database (ORD), a public repository of structured organic reaction records. Reactants: C1CCOC1, O=C(Cl)c1ccc(OC(F)(F)C(F)F)cc1, CC(N)(C#N)Cn1cc2c(Cl)cc(Cl)c(Cl)c2n1. Product: CC(C#N)(Cn1cc2c(Cl)cc(Cl)c(Cl)c2n1)NC(=O)c1ccc(OC(F)(F)C(F)F)cc1. As a reaction SMILES: [CH2:35]1[O:36][CH2:37][CH2:38][CH2:39]1.[F:1][C:2]([CH:3]([F:4])[F:5])([O:6][c:7]1[cH:8][cH:9][c:10]([C:11](=[O:12])[Cl:13])[cH:14][cH:15]1)[F:16].[NH2:17][C:18]([C:19]#[N:20])([CH2:21][n:22]1[n:23][c:24]2[c:25]([Cl:33])[c:26]([Cl:32])[cH:27][c:28]([Cl:31])[c:29]2[cH:30]1)[CH3:34]>>[F:1][C:2]([CH:3]([F:4])[F:5])([O:6][c:7]1[cH:8][cH:9][c:10]([C:11](=[O:12])[NH:17][C:18]([C:19]#[N:20])([CH2:21][n:22]2[n:23][c:24]3[c:25]([Cl:33])[c:26]([Cl:32])[cH:27][c:28]([Cl:31])[c:29]3[cH:30]2)[CH3:34])[cH:14][cH:15]1)[F:16]. Starting materials: FC=1C=CC\2=C(OCC3=C(/C2=C\C2=CC4=C(N(C(N4)=O)[C@@H]4C[C@@H]5COCCN5C4)C=C2)C=CC=C3)C1 (5-((E)-(3-fluorodibenzo[b,e]oxepin-11(6H)-ylidene)methyl)-1-((7R,8aR)-hexahydro-1H-pyrrolo[2,1-c][1,4]oxazin-7-yl)-1H-benzo[d]imidazol-2(3H)-one), C(C)#N (acetonitrile), O.C1(=CC=C(C=C1)S(=O)(=O)O)C (p-toluenesulfonic acid monohydrate), CC(=O)C (acetone). Run in CC(=O)N(C)C (DMAC), C1CCOC1 (THF). Product: S(=O)(=O)(O)C1=CC=C(C)C=C1.FC=1C=CC\2=C(OCC3=C(/C2=C\C2=CC4=C(N(C(N4)=O)[C@@H]4C[C@@H]5COCCN5C4)C=C2)C=CC=C3)C1 (5-((E)-(3-fluorodibenzo[b,e]oxepin-11(6H)-ylidene)methyl)-1-((7R,8aR)-hexahydro-1H-pyrrolo[2,1-c][1,4]oxazin-7-yl)-1H-benzo[d]imidazol-2(3H)-one. tosylate salt). Reaction SMILES: [F:1][C:2]1[CH:3]=[CH:4][C:5]2=[C:6]([CH:36]=1)[O:7][CH2:8][C:9]1[CH:35]=[CH:34][CH:33]=[CH:32][C:10]=1/[C:11]/2=[CH:12]\[C:13]1[CH:31]=[CH:30][C:16]2[N:17]([C@H:21]3[CH2:29][N:28]4[C@@H:23]([CH2:24][O:25][CH2:26][CH2:27]4)[CH2:22]3)[C:18](=[O:20])[NH:19][C:15]=2[CH:14]=1.O.[C:38]1([CH3:48])[CH:43]=[CH:42][C:41]([S:44]([OH:47])(=[O:46])=[O:45])=[CH:40][CH:39]=1.CC(C)=O.C(#N)C>CC(N(C)C)=O.C1COCC1>[S:44]([C:41]1[CH:42]=[CH:43][C:38]([CH3:48])=[CH:39][CH:40]=1)([OH:47])(=[O:46])=[O:45].[F:1][C:2]1[CH:3]=[CH:4][C:5]2=[C:6]([CH:36]=1)[O:7][CH2:8][C:9]1[CH:35]=[CH:34][CH:33]=[CH:32][C:10]=1/[C:11]/2=[CH:12]\[C:13]1[CH:31]=[CH:30][C:16]2[N:17]([C@H:21]3[CH2:29][N:28]4[C@@H:23]([CH2:24][O:25][CH2:26][CH2:27]4)[CH2:22]3)[C:18](=[O:20])[NH:19][C:15]=2[CH:14]=1 |f:1.2,7.8|. Procedure: Dissolve 98.0 mg of 5-((E)-(3-fluorodibenzo[b,e]oxepin-11(6H)-ylidene)methyl)-1-((7R,8aR)-hexahydro-1H-pyrrolo[2,1-c][1,4]oxazin-7-yl)-1H-benzo[d]imidazol-2(3H)-one (prepared essentially as described in Example 1) in 2.5 mL of DMAC. Add 1.2 eq. of p-toluenesulfonic acid monohydrate and stir until solution is clear and colorless. Add 2 mL of 88% acetone then 16 mL of water then evaporate to remove solvents. To the resulting clear oil, add 1 mL of acetone and sonicate. Dry the resulting gel to obt...